This data is from the Open Reaction Database (ORD), a public repository of structured organic reaction records. The task is: describe an organic reaction: reactants, conditions, products, and yield Starting materials: C1(=CC=CC=C1)OC(NC=1C(=NC(=C(C1)CC)C)NC)=O (Phenyl-N-(5-ethyl-6-methyl-2-methylaminopyridin-3-yl)carbamate), COC=1C=C(C=C(C1)OC)N1CCNCC1 (1-(3,5-dimetoxyphenyl)piperazine). Product: C(C)C=1C=C(C(=NC1C)NC)NC(=O)N1CCN(CC1)C1=CC(=CC(=C1)OC)OC (1-[(5-ethyl-6-methyl-2-methylaminopyridin-3-yl)aminocarbonyl]-4-(3,5-dimethoxyphenyl)piperazine). Isolated yield 82.0%. As a reaction SMILES: C1(O[C:8](=[O:21])[NH:9][C:10]2[C:11]([NH:19][CH3:20])=[N:12][C:13]([CH3:18])=[C:14]([CH2:16][CH3:17])[CH:15]=2)C=CC=CC=1.[CH3:22][O:23][C:24]1[CH:25]=[C:26]([N:32]2[CH2:37][CH2:36][NH:35][CH2:34][CH2:33]2)[CH:27]=[C:28]([O:30][CH3:31])[CH:29]=1>>[CH2:16]([C:14]1[CH:15]=[C:10]([NH:9][C:8]([N:35]2[CH2:34][CH2:33][N:32]([C:26]3[CH:25]=[C:24]([O:23][CH3:22])[CH:29]=[C:28]([O:30][CH3:31])[CH:27]=3)[CH2:37][CH2:36]2)=[O:21])[C:11]([NH:19][CH3:20])=[N:12][C:13]=1[CH3:18])[CH3:17]. Procedure: Phenyl-N-(5-ethyl-6-methyl-2-methylaminopyridin-3-yl)carbamate and 1-(3,5-dimetoxyphenyl)piperazine were reacted by the same way with the example 1 to obtain the titled compound.